This data is from the Open Reaction Database (ORD), a public repository of structured organic reaction records. The task is: describe an organic reaction: reactants, conditions, products, and yield The reactants are C1(=CC=CC=C1)CC(=O)Cl (Phenylacetyl chloride), BrC1=CC=C(C=C1)O (4-bromophenol). The solvent is N1=CC=CC=C1 (pyridine). Reaction conditions: time 1 hour. Yields the product C1(=CC=CC=C1)CC(=O)OC1=CC=C(C=C1)Br (4-bromophenyl phenylacetate). Reaction SMILES: [C:1]1([CH2:7][C:8](Cl)=[O:9])[CH:6]=[CH:5][CH:4]=[CH:3][CH:2]=1.[Br:11][C:12]1[CH:17]=[CH:16][C:15]([OH:18])=[CH:14][CH:13]=1>N1C=CC=CC=1>[C:1]1([CH2:7][C:8]([O:18][C:15]2[CH:16]=[CH:17][C:12]([Br:11])=[CH:13][CH:14]=2)=[O:9])[CH:6]=[CH:5][CH:4]=[CH:3][CH:2]=1. Procedure details: Phenylacetyl chloride (9.4 g) was added dropwise to 4-bromophenol (10 g) in pyridine, and the reaction mixture was stirred at room temperature for 1 hour then evaporated to dryness under reduced pressure. The residue was taken up in ethyl acetate, washed with water, dried over magnesium sulfate, filtered and evaporated under reduced pressure to give 4-bromophenyl phenylacetate.